Dataset: the Open Reaction Database (ORD), a public repository of structured organic reaction records. Task: describe an organic reaction: reactants, conditions, products, and yield The reactants are N#Cc1cccc(C=O)c1, CC(=O)OC(C)=O, CC(=O)O, Cc1nc(C(C)C)cs1. The product is CC(C)c1csc(C=Cc2cccc(C#N)c2)n1. As a reaction SMILES: [C:1](#[N:2])[c:3]1[cH:4][c:5]([CH:6]=[O:7])[cH:8][cH:9][cH:10]1.[CH3:20][C:21]([O:22][C:23](=[O:24])[CH3:25])=[O:26].[CH3:27][C:28](=[O:29])[OH:30].[CH:11]([CH3:12])([CH3:13])[c:14]1[n:15][c:16]([CH3:19])[s:17][cH:18]1>>[C:1](#[N:2])[c:3]1[cH:4][c:5]([CH:6]=[CH:19][c:16]2[n:15][c:14]([CH:11]([CH3:12])[CH3:13])[cH:18][s:17]2)[cH:8][cH:9][cH:10]1. Reactants: CCCCS(=O)(=O)Oc1ccc(CCCc2ccc(CCC(=O)OC)c(OCc3cccc(OC)c3)c2)cc1OC, Cl, [Li+], C1CCOC1, [OH-], O. The product is CCCCS(=O)(=O)Oc1ccc(CCCc2ccc(CCC(=O)O)c(OCc3cccc(OC)c3)c2)cc1OC. As a reaction SMILES: [CH2:3]([CH2:4][CH2:5][CH3:6])[S:7](=[O:8])(=[O:9])[O:10][c:11]1[c:12]([O:42][CH3:43])[cH:13][c:14]([CH2:17][CH2:18][CH2:19][c:20]2[cH:21][c:22]([O:32][CH2:33][c:34]3[cH:35][c:36]([O:40][CH3:41])[cH:37][cH:38][cH:39]3)[c:23]([CH2:26][CH2:27][C:28](=[O:29])[O:30][CH3:31])[cH:24][cH:25]2)[cH:15][cH:16]1.[ClH:45].[Li+:1].[O:46]1[CH2:47][CH2:48][CH2:49][CH2:50]1.[OH-:2].[OH2:44]>>[CH2:3]([CH2:4][CH2:5][CH3:6])[S:7](=[O:8])(=[O:9])[O:10][c:11]1[c:12]([O:42][CH3:43])[cH:13][c:14]([CH2:17][CH2:18][CH2:19][c:20]2[cH:21][c:22]([O:32][CH2:33][c:34]3[cH:35][c:36]([O:40][CH3:41])[cH:37][cH:38][cH:39]3)[c:23]([CH2:26][CH2:27][C:28](=[O:29])[OH:30])[cH:24][cH:25]2)[cH:15][cH:16]1. Procedure details: To a boiling solution of 2-thiophenecarboxaldehyde (1.22 ml), pyruvic acid (0.904 ml) and 50 ml absolute EtOH is added dropwise a solution of 3,4-dimethoxyaniline (2.00 g) in 100 ml EtOH. The mixture is refluxed for approximately 4 hours, then stored at room temperature overnight. The greenish-yellow precipitate is collected by filtration, washed with fresh EtOH then with ether and allowed to air dry to obtain 2-(thien-2-yl) carboxy-6,7-dimethoxyquinoline m.p. 260°-263° C.). The solvent is CCO (EtOH), CCO (EtOH). As a reaction SMILES: [S:1]1[CH:5]=[CH:4][CH:3]=[C:2]1[CH:6]=O.[C:8]([OH:13])(=[O:12])[C:9]([CH3:11])=O.[CH3:14][O:15][C:16]1[CH:17]=[C:18]([CH:20]=[CH:21][C:22]=1[O:23][CH3:24])[NH2:19]>CCO>[S:1]1[CH:5]=[CH:4][CH:3]=[C:2]1[C:6]1[C:9]([C:8]([OH:13])=[O:12])=[CH:11][C:20]2[C:18](=[CH:17][C:16]([O:15][CH3:14])=[C:22]([O:23][CH3:24])[CH:21]=2)[N:19]=1. Product: S1C(=CC=C1)C1=NC2=CC(=C(C=C2C=C1C(=O)O)OC)OC (2-(thien-2-yl) carboxy-6,7-dimethoxyquinoline). Reactants: S1C(=CC=C1)C=O (2-thiophenecarboxaldehyde), C(C(=O)C)(=O)O (pyruvic acid), COC=1C=C(N)C=CC1OC (3,4-dimethoxyaniline). Conditions: time 8 hour. The reactants are C(C)[SiH](CC)CC (Triethylsilane), COC(/C(=C/C1=C(N=C(S1)NC(=O)OC(C)(C)C)C(F)(F)F)/NC(C1=C(C=C(C=C1)C(=O)NCC1=CC(=CC=C1)O)Cl)=O)=O ((Z)-2-[[2-chloro-4-[[(3-hydroxybenzyl)amino]carbonyl]benzoyl]amino]-3-[2-(1,1-dimethylethoxycarbonyl)amino-4-trifluoromethylthiazol-5-yl]propenoic acid methyl ester), FC(C(=O)O)(F)F (Trifluoroacetic acid). The yield is 91.0%. Conditions: time 2 hour. Solvent: ClCCl (dichloromethane). RXN SMILES: C([SiH](CC)CC)C.[CH3:8][O:9][C:10](=[O:51])/[C:11](/[NH:30][C:31](=[O:50])[C:32]1[CH:37]=[CH:36][C:35]([C:38]([NH:40][CH2:41][C:42]2[CH:47]=[CH:46][CH:45]=[C:44]([OH:48])[CH:43]=2)=[O:39])=[CH:34][C:33]=1[Cl:49])=[CH:12]/[C:13]1[S:17][C:16]([NH:18]C(OC(C)(C)C)=O)=[N:15][C:14]=1[C:26]([F:29])([F:28])[F:27].FC(F)(F)C(O)=O>ClCCl>[CH3:8][O:9][C:10](=[O:51])/[C:11](/[NH:30][C:31](=[O:50])[C:32]1[CH:37]=[CH:36][C:35]([C:38]([NH:40][CH2:41][C:42]2[CH:47]=[CH:46][CH:45]=[C:44]([OH:48])[CH:43]=2)=[O:39])=[CH:34][C:33]=1[Cl:49])=[CH:12]/[C:13]1[S:17][C:16]([NH2:18])=[N:15][C:14]=1[C:26]([F:29])([F:28])[F:27]. Reported procedure: Triethylsilane (0.15 mL, 0.94 mmol) was added to a solution of (Z)-2-[[2-chloro-4-[[(3-hydroxybenzyl)amino]carbonyl]benzoyl]amino]-3-[2-(1,1-dimethylethoxycarbonyl)amino-4-trifluoromethylthiazol-5-yl]propenoic acid methyl ester (130 mg, 0.198 mmol) in dichloromethane (1 mL). Trifluoroacetic acid (1 mL, 13.0 mmol) was added and the solution was stirred at room temperature for 2 h and then the solvents were removed under reduced pressure. NMR indicated that the reaction had not gone to completion,... Yields the product COC(/C(=C/C1=C(N=C(S1)N)C(F)(F)F)/NC(C1=C(C=C(C=C1)C(=O)NCC1=CC(=CC=C1)O)Cl)=O)=O ((Z)-3-(2-amino-4-trifluoromethylthiazol-5-yl)-2-[[2-chloro-4-[[(3-hydroxybenzyl)amino]carbonyl]benzoyl]amino]propenoic acid methyl ester). Starting materials: ClC=1C=CC=C2C=C(C(=NC12)C1=C(C=CC(=C1)F)OC)CN ((8-chloro-2-(5-fluoro-2-methoxyphenyl)quinolin-3 yl)-methanamine), BrC1=C2NC=NC2=NC=N1 (6-bromopurine), C(CCC)O (1-butanol), N,N-ethyldiisopropylamine. Run at temperature 100 celsius. Product: ClC=1C=CC=C2C=C(C(=NC12)C1=C(C=CC(=C1)F)OC)CNC1=C2N=CNC2=NC=N1 (N-((8-Chloro-2-(5-fluoro-2-methoxyphenyl)quinoline-3-yl)methyl)-9H-purin-6-amine). Reaction SMILES: [Cl:1][C:2]1[CH:3]=[CH:4][CH:5]=[C:6]2[C:11]=1[N:10]=[C:9]([C:12]1[CH:17]=[C:16]([F:18])[CH:15]=[CH:14][C:13]=1[O:19][CH3:20])[C:8]([CH2:21][NH2:22])=[CH:7]2.Br[C:24]1[N:32]=[CH:31][N:30]=[C:29]2[C:25]=1[NH:26][CH:27]=[N:28]2.C(O)CCC>>[Cl:1][C:2]1[CH:3]=[CH:4][CH:5]=[C:6]2[C:11]=1[N:10]=[C:9]([C:12]1[CH:17]=[C:16]([F:18])[CH:15]=[CH:14][C:13]=1[O:19][CH3:20])[C:8]([CH2:21][NH:22][C:24]1[N:32]=[CH:31][N:30]=[C:29]3[C:25]=1[N:26]=[CH:27][NH:28]3)=[CH:7]2. Procedure: To a stirred mixture of (8-chloro-2-(5-fluoro-2-methoxyphenyl)quinolin-3 yl)-methanamine (190.4 mg, 0.601 mmol) and 6-bromopurine (126 mg, 0.631 mmol) in 1-butanol (3.300 mL, 36.1 mmol) was added N,N-ethyldiisopropylamine (0.209 mL, 1.20 mmol). The mixture was heated to 100° C. overnight. The solvents were removed and the residue subjected to chromatography: gradient/isocratic 1H NMR (500 MHz, DMSO-d6) δ ppm 12.93 (1H, br. s.), 8.28 (1H, br. s.), 8.09 (2H, s), 7.96 (1H, d, J=8.1 Hz), 7.91 (1H, d... Reactants: Cl.NC1CC2=CC=C(C=C2C1)CC(=O)OC (methyl (2-aminoindan-5-yl)acetate hydrochloride), C([O-])([O-])=O.[K+].[K+] (potassium carbonate), O (water), ClC1=CC=C(C=C1)S(=O)(=O)Cl (4-chlorophenylsulfonyl chloride). The solvent is C(C)(=O)OCC (ethyl acetate). Run at time 1 hour. The product is ClC1=CC=C(C=C1)S(=O)(=O)NC1CC2=CC=C(C=C2C1)CC(=O)OC (methyl [2-[(4-chlorophenyl)sulfonylamino]indan-5-yl]acetate). The yield is 79.5%. RXN SMILES: Cl.[NH2:2][CH:3]1[CH2:11][C:10]2[C:5](=[CH:6][CH:7]=[C:8]([CH2:12][C:13]([O:15][CH3:16])=[O:14])[CH:9]=2)[CH2:4]1.C(=O)([O-])[O-].[K+].[K+].O.[Cl:24][C:25]1[CH:30]=[CH:29][C:28]([S:31](Cl)(=[O:33])=[O:32])=[CH:27][CH:26]=1>C(OCC)(=O)C>[Cl:24][C:25]1[CH:30]=[CH:29][C:28]([S:31]([NH:2][CH:3]2[CH2:11][C:10]3[C:5](=[CH:6][CH:7]=[C:8]([CH2:12][C:13]([O:15][CH3:16])=[O:14])[CH:9]=3)[CH2:4]2)(=[O:33])=[O:32])=[CH:27][CH:26]=1 |f:0.1,2.3.4|. Procedure details: A mixture of methyl (2-aminoindan-5-yl)acetate hydrochloride (2.43 g), potassium carbonate (5.52 g), water (60 ml), ethyl acetate (60 ml) and 4-chlorophenylsulfonyl chloride (2.11 g) is stirred at room temperature for one hour. The ethyl acetate layer is separated from the reaction mixture, washed with aqueous saline solution, dried, and distilled under reduced pressure to remove the solvent. The resulting crude product is recrystallized from a mixture of ethyl acetate and n-hexane to give methy... Reaction SMILES: [CH3:30][C:31]#[N:32].[Cl:1][c:2]1[nH:3][cH:4][c:5]([N+:7](=[O:8])[O-:9])[n:6]1.[Na+:25].[O:10]([S:11](=[O:12])(=[O:13])[c:14]1[cH:15][cH:16][c:17]([CH3:18])[cH:19][cH:20]1)[CH2:21][CH:22]1[CH2:23][O:24]1.[OH:26][C:27](=[O:28])[O-:29]>>[Cl:1][c:2]1[n:3]([CH2:23][CH:22]([CH2:21][O:10][S:11](=[O:12])(=[O:13])[c:14]2[cH:15][cH:16][c:17]([CH3:18])[cH:19][cH:20]2)[OH:24])[cH:4][c:5]([N+:7](=[O:8])[O-:9])[n:6]1. Reactants: CC#N, O=[N+]([O-])c1c[nH]c(Cl)n1, [Na+], Cc1ccc(S(=O)(=O)OCC2CO2)cc1, O=C([O-])O. The product is Cc1ccc(S(=O)(=O)OCC(O)Cn2cc([N+](=O)[O-])nc2Cl)cc1.